Dataset: the Open Reaction Database (ORD), a public repository of structured organic reaction records. Task: describe an organic reaction: reactants, conditions, products, and yield The product is FC(C(C#CC(C)(OC1=CC=C(C=C1)OC(F)(F)F)C)=O)(F)F (1,1,1-Trifluoro-5-methyl-5-[4-(trifluoromethoxy)phenoxy]-3-hexyn-2-one). As a reaction SMILES: [CH3:1][C:2]([CH3:17])([O:5][C:6]1[CH:11]=[CH:10][C:9]([O:12][C:13]([F:16])([F:15])[F:14])=[CH:8][CH:7]=1)[C:3]#[CH:4].C([Li])CCC.[F:23][C:24]([F:31])([F:30])[C:25](OCC)=[O:26].CCCCCC.C(OCC)C>O1CCCC1.O>[F:23][C:24]([F:31])([F:30])[C:25](=[O:26])[C:4]#[C:3][C:2]([CH3:17])([O:5][C:6]1[CH:11]=[CH:10][C:9]([O:12][C:13]([F:14])([F:15])[F:16])=[CH:8][CH:7]=1)[CH3:1] |f:3.4|. Reported procedure: To a solution of 1.47 g (6 mmol) of 1-(1,1-dimethyl-2-propynyloxy)-4-trifluoromethoxybenzene in 25 ml of tetrahydrofuran cooled to -78° C. is added 2.4 ml of n-butyllithium (2.5M in hexanes). The solution is maintained with stirring for 1 hour. The mixture is treated with 1.70 g (12 mmol, 1.43 ml) of ethyl trifluoroacetate at -78° C. and is allowed to warm to room temperature. After stirring for 1 hour, the mixture is diluted with water and is extracted with ethyl ether (3 times). The combined e... Starting materials: C(CCC)[Li] (n-butyllithium), CCCCCC.C(C)OCC (hexane ethyl ether), CC(C#C)(OC1=CC=C(C=C1)OC(F)(F)F)C (1-(1,1-dimethyl-2-propynyloxy)-4-trifluoromethoxybenzene), FC(C(=O)OCC)(F)F (ethyl trifluoroacetate). Solvent: O1CCCC1 (tetrahydrofuran), O (water). Run at time 1 hour. Starting materials: [BH3-]C#N, CO, ClCCl, O=C(O)C(F)(F)F, O=CC=Cc1cc(F)ccc1F, N#Cc1ccc2c(c1)N(CCN1CCC(N)CC1)C(=O)CO2, N#Cc1ccc2c(c1)N(CCN1CCC(N)CC1)C(=O)CO2, [Na+]. Yields the product N#Cc1ccc2c(c1)N(CCN1CCC(NCC=Cc3cc(F)ccc3F)CC1)C(=O)CO2. Reaction SMILES: [C:64]([BH3-:65])#[N:66].[CH3:68][OH:69].[Cl:70][CH2:71][Cl:72].[F:23][C:24]([F:25])([F:26])[C:27]([OH:28])=[O:29].[F:52][c:53]1[c:54]([CH:60]=[CH:61][CH:62]=[O:63])[cH:55][c:56]([F:59])[cH:57][cH:58]1.[NH2:1][CH:2]1[CH2:3][CH2:4][N:5]([CH2:8][CH2:9][N:10]2[C:11](=[O:22])[CH2:12][O:13][c:14]3[c:15]2[cH:16][c:17]([C:20]#[N:21])[cH:18][cH:19]3)[CH2:6][CH2:7]1.[NH2:30][CH:31]1[CH2:32][CH2:33][N:34]([CH2:35][CH2:36][N:37]2[c:38]3[cH:39][c:40]([C:41]#[N:42])[cH:43][cH:44][c:45]3[O:46][CH2:47][C:48]2=[O:49])[CH2:50][CH2:51]1.[Na+:67]>>[NH:1]([CH:2]1[CH2:3][CH2:4][N:5]([CH2:8][CH2:9][N:10]2[C:11](=[O:22])[CH2:12][O:13][c:14]3[c:15]2[cH:16][c:17]([C:20]#[N:21])[cH:18][cH:19]3)[CH2:6][CH2:7]1)[CH2:62][CH:61]=[CH:60][c:54]1[c:53]([F:52])[cH:58][cH:57][c:56]([F:59])[cH:55]1. The reactants are COC(=O)c1ccc(OCCCNc2ccc(NCc3ccc4c(c3)OCCO4)cc2)cc1, CO, Cl, C1CCOC1, O. Yields the product O=C(O)c1ccc(OCCCNc2ccc(NCc3ccc4c(c3)OCCO4)cc2)cc1. As a reaction SMILES: [CH2:1]1[O:2][c:3]2[cH:4][c:5]([CH2:6][NH:7][c:8]3[cH:9][cH:10][c:11]([NH:14][CH2:15][CH2:16][CH2:17][O:18][c:19]4[cH:20][cH:21][c:22]([C:23](=[O:24])[O:25][CH3:26])[cH:27][cH:28]4)[cH:12][cH:13]3)[cH:29][cH:30][c:31]2[O:32][CH2:33]1.[CH3:34][OH:35].[ClH:41].[O:36]1[CH2:37][CH2:38][CH2:39][CH2:40]1.[OH2:42]>>[CH2:1]1[O:2][c:3]2[cH:4][c:5]([CH2:6][NH:7][c:8]3[cH:9][cH:10][c:11]([NH:14][CH2:15][CH2:16][CH2:17][O:18][c:19]4[cH:20][cH:21][c:22]([C:23](=[O:24])[OH:25])[cH:27][cH:28]4)[cH:12][cH:13]3)[cH:29][cH:30][c:31]2[O:32][CH2:33]1. The reactants are C(C)N(C(=O)OC=1C=NC=CC1N)CC (4-Amino-3-pyridinol N,N-diethylcarbamate), CCOCC (Et2O). Solvent: COC(N(C)C)OC (N,N-dimethylformamide dimethyl acetal). The product is C(C)N(C(=O)OC=1C=NC=CC1N=CN(C)C)CC (4-[[(Dimethylamino)methylene]amino]-3-pyridinol N,N-diethylcarbamate). Reaction SMILES: [CH2:1]([N:3]([CH2:14][CH3:15])[C:4]([O:6][C:7]1[CH:8]=[N:9][CH:10]=[CH:11][C:12]=1[NH2:13])=[O:5])[CH3:2].CCOCC>COC(OC)N(C)C>[CH2:14]([N:3]([CH2:1][CH3:2])[C:4]([O:6][C:7]1[CH:8]=[N:9][CH:10]=[CH:11][C:12]=1[N:13]=[CH:1][N:3]([CH3:14])[CH3:4])=[O:5])[CH3:15]. Reported procedure: 4-Amino-3-pyridinol N,N-diethylcarbamate (5.80 g) was refluxed for 30 minutes in 50 mL of N,N-dimethylformamide dimethyl acetal. At the end of this time the reaction mixture was concentrated under reduced pressure and the residue was purified by flash chromatography (5% Et3N/ethyl acetate) to give, after concentration of the product-containing fractions, 4.63 g of chromatographically pure product. An analytically pure material was obtained by recrystallization from Et2O, m.p. 67°-69° C. Starting materials: O=C1CCC1, [Li]CCCC, [H-], O=CNc1ccccc1I, [Na+], C1CCOC1. Yields the product O=CNc1ccccc1C1(O)CCC1. As a reaction SMILES: [C:18]1(=[O:22])[CH2:19][CH2:20][CH2:21]1.[CH2:13]([Li:14])[CH2:15][CH2:16][CH3:17].[H-:1].[I:3][c:4]1[c:5]([NH:10][CH:11]=[O:12])[cH:6][cH:7][cH:8][cH:9]1.[Na+:2].[O:23]1[CH2:24][CH2:25][CH2:26][CH2:27]1>>[c:4]1([C:18]2([OH:22])[CH2:19][CH2:20][CH2:21]2)[c:5]([NH:10][CH:11]=[O:12])[cH:6][cH:7][cH:8][cH:9]1. As a reaction SMILES: [F:1][c:2]1[c:3]2[c:4]([n:5][c:6]([C:16](=[O:17])[O:18][CH3:19])[c:7]1[NH:8][c:9]1[c:10]([F:15])[cH:11][cH:12][cH:13][cH:14]1)[c:20]([CH3:23])[o:21][n:22]2.[F:32][C:33]([F:34])([F:35])[C:36]([OH:37])=[O:38].[I:24][N:25]1[C:26](=[O:27])[CH2:28][CH2:29][C:30]1=[O:31].[O:39]=[CH:40][N:41]([CH3:42])[CH3:43]>>[F:1][c:2]1[c:3]2[c:4]([n:5][c:6]([C:16](=[O:17])[O:18][CH3:19])[c:7]1[NH:8][c:9]1[c:10]([F:15])[cH:11][c:12]([I:24])[cH:13][cH:14]1)[c:20]([CH3:23])[o:21][n:22]2. Reactants: COC(=O)c1nc2c(C)onc2c(F)c1Nc1ccccc1F, O=C(O)C(F)(F)F, O=C1CCC(=O)N1I, CN(C)C=O. The product is COC(=O)c1nc2c(C)onc2c(F)c1Nc1ccc(I)cc1F. Starting materials: BrC1=NC=CC(=C1N)C (2-bromo-4-methylpyridin-3-amine), C1(CC1)[B-](F)(F)F.[K+] (potassium cyclopropyltrifluoroborate), C(=O)([O-])[O-].[Cs+].[Cs+] (Cs2CO3), C1CCOC1 (THF), glass. The reagents and catalysts are C1=CC=C(C=C1)P([C-]2C=CC=C2)C3=CC=CC=C3.C1=CC=C(C=C1)P([C-]2C=CC=C2)C3=CC=CC=C3.Cl[Pd]Cl.[Fe+2].C(Cl)Cl (PdCl2(dppf) CH2Cl2). The solvent is O (H2O), CCOC(=O)C (EtOAc). Conditions: temperature 80 celsius. Yields the product C1(CC1)C1=NC=CC(=C1N)C (2-Cyclopropyl-4-methylpyridin-3-amine). As a reaction SMILES: Br[C:2]1[C:7]([NH2:8])=[C:6]([CH3:9])[CH:5]=[CH:4][N:3]=1.[CH:10]1([B-](F)(F)F)[CH2:12][CH2:11]1.[K+].C([O-])([O-])=O.[Cs+].[Cs+].C1COCC1>CCOC(C)=O.C1C=CC(P(C2C=CC=CC=2)[C-]2C=CC=C2)=CC=1.C1C=CC(P(C2C=CC=CC=2)[C-]2C=CC=C2)=CC=1.Cl[Pd]Cl.[Fe+2].C(Cl)Cl.O>[CH:10]1([C:2]2[C:7]([NH2:8])=[C:6]([CH3:9])[CH:5]=[CH:4][N:3]=2)[CH2:12][CH2:11]1 |f:1.2,3.4.5,8.9.10.11.12|. Procedure: Following a modified synthetic procedure reported in J. Org. Chem. 2003, 68, 5534, a mixture of 2-bromo-4-methylpyridin-3-amine (1.0 eq.), potassium cyclopropyltrifluoroborate (2.0 eq.), Cs2CO3 (3.0 eq.) and PdCl2(dppf)-CH2Cl2 adduct (0.1 eq.) in 10:1 solution THF:H2O (0.14M) was put in a 10-mL glass vial equipped with a small magnetic stirring bar. The reaction vessel was fitted with a rubber septum, was evacuated and back-filled with argon and sealed with an aluminum/Teflon crimp top. The reac... Yields the product BrC1=CC=C(C=C1)[C@H]1[C@@H](C1)C=O ((1R,2R)-2-(4-Bromophenyl)cyclopropanecarbaldehyde). The solvent is CO (Methanol), ClCCl (dichloromethane), ClCCl (dichloromethane). Run at temperature -78 celsius, time 10 minute. As a reaction SMILES: [Br:1][C:2]1[CH:7]=[CH:6][C:5]([C@@H:8]2[CH2:10][C@H:9]2[C:11](N2[C@@H]3C[C@@H]4C(C)(C)[C@]3(CC4)CS2(=O)=O)=[O:12])=[CH:4][CH:3]=1.[H-].C([Al+]CC(C)C)C(C)C.C(=O)=O.[Cl-].[NH4+]>ClCCl.CO>[Br:1][C:2]1[CH:3]=[CH:4][C:5]([C@@H:8]2[CH2:10][C@H:9]2[CH:11]=[O:12])=[CH:6][CH:7]=1 |f:1.2,4.5|. Procedure: A solution of the later-eluting, R,R-diastereomer ([(1R,2R)-2-(4-bromophenyl)cyclopropyl]-{(1S,5R,7R)-(10,10-dimethyl-3,3-dioxo-3λ6-thia-4-azatricyclo[5.2.1.01.5]dec-4-yl)}methanone) described in Example 29D (5.2 g, 11.86 mmol) in dichloromethane (100 mL) was stirred under a dry nitrogen atmosphere at −78° C. A 1 M solution of diisobutylaluminum hydride in dichloromethane (26.1 mL, 26.1 mmol) was added dropwise to the mixture. When the addition was complete, the mixture was stirred at −78° C. fo... The reactants are BrC1=CC=C(C=C1)[C@H]1[C@@H](C1)C(=O)N1S(C[C@@]23[C@H]1C[C@@H](CC2)C3(C)C)(=O)=O ([(1R,2R)-2-(4-bromophenyl)cyclopropyl]-{(1S,5R,7R)-(10,10-dimethyl-3,3-dioxo-3λ6-thia-4-azatricyclo[5.2.1.01.5]dec-4-yl)}methanone), C(=O)=O (dry ice), solution, [H-].C(C(C)C)[Al+]CC(C)C (diisobutylaluminum hydride), Example 29D, [Cl-].[NH4+] (ammonium chloride).